This data is from the Open Reaction Database (ORD), a public repository of structured organic reaction records. The task is: describe an organic reaction: reactants, conditions, products, and yield Starting materials: N1N=CC=C1 (pyrazole), N1=CC=C(C=C1)N1CCN(CC1)CCN (2-(4-pyridin-4-yl-piperazin-1-yl)ethylamine), CN(C(=O)C1=NNC(=C1Br)NC(C1=C(C=CC=C1)Cl)=O)[C@H](C)C1=CC=CC=C1 ((R)-4-Bromo-5-(2-chloro-benzoylamino)-1H-pyrazole-3-carboxylic acid methyl-(1-phenyl-ethyl)-amide), ClC1=C(C(=O)Cl)C=CC=C1 (2-chlorobenzoyl chloride). The product is N1=CC=C(C=C1)N1CCN(CC1)CCNC(=O)C1=NN(C(=C1Br)NC(C1=C(C=CC=C1)Cl)=O)C (4-bromo-5-(2-chloro-benzoylamino)-1-methyl-pyrazole-3-carboxylic acid [2-(4-(pyridin-4-yl)-piperazin-1-yl)ethyl]amide). RXN SMILES: N1C=C[CH:3]=N1.C[N:7]([C@@H:26]([C:28]1C=CC=CC=1)C)[C:8]([C:10]1[C:14]([Br:15])=[C:13]([NH:16][C:17](=[O:25])[C:18]2[CH:23]=[CH:22][CH:21]=[CH:20][C:19]=2[Cl:24])[NH:12][N:11]=1)=[O:9].ClC1C=CC=CC=1C(Cl)=O.[N:44]1[CH:49]=[CH:48][C:47]([N:50]2[CH2:55][CH2:54][N:53](CCN)[CH2:52][CH2:51]2)=[CH:46][CH:45]=1>>[N:44]1[CH:49]=[CH:48][C:47]([N:50]2[CH2:51][CH2:52][N:53]([CH2:28][CH2:26][NH:7][C:8]([C:10]3[C:14]([Br:15])=[C:13]([NH:16][C:17](=[O:25])[C:18]4[CH:23]=[CH:22][CH:21]=[CH:20][C:19]=4[Cl:24])[N:12]([CH3:3])[N:11]=3)=[O:9])[CH2:54][CH2:55]2)=[CH:46][CH:45]=1. Procedure details: The pyrazole acid, prepared by coupling methyl ester 85 (Gen. Proc. 26) with 2-chlorobenzoyl chloride (21) followed by hydrolysis and bromination as shown in Gen. Proc. 8. was coupled to 2-(4-pyridin-4-yl-piperazin-1-yl)ethylamine (CA 985683) using the method of Procedure 10. Starting materials: C(C)P(CC)(CC)=O (triethylphosphine oxide), C1(=CC=CC=C1)P(C1=CC=CC=C1)(C1=CC=CC=C1)=O (triphenylphosphine oxide), P(OCCCC)(OCCCC)OCCCC (tributyl phosphite), P(OC1=CC=CC=C1)(OC1=CC=CC=C1)OC1=CC=CC=C1 (triphenyl phosphite), P(OCC)(OCC)OCC (triethyl phosphite), C(C)(=O)O (acetic acid), [P] (phosphorus), C(CCC)P(CCCC)(CCCC)=O (tributylphosphine oxide). Run in O (water). Product: carboxylic acids, C(CC)(=O)O (propionic acid), C(C(C)(C)C)(=O)O (pivalic acid). As a reaction SMILES: [P].C(P(=O)([CH2:7][CH3:8])CC)C.C1(P(=O)([C:23]2[CH:28]=[CH:27]C=CC=2)C2C=CC=CC=2)C=CC=CC=1.C(P(=O)(CCCC)CCCC)CCC.P(OCC)(OCC)O[CH2:46]C.P(OCCCC)(OCCCC)OCCCC.P(OC1C=CC=CC=1)(OC1C=CC=CC=1)OC1C=CC=CC=1.[C:92]([OH:95])(=[O:94])C>O>[C:92]([OH:95])(=[O:94])[CH2:7][CH3:8].[C:92]([OH:95])(=[O:94])[C:28]([CH3:27])([CH3:23])[CH3:46]. Reported procedure: For the purpose of improving catalytic activity, regio and enantio selectivities, various additives other than water may be added to the reaction system. For example, presence of phosphorus compounds, e.g., triethylphosphine oxide, triphenylphosphine oxide, tributylphosphine oxide, triethyl phosphite, tributyl phosphite, and triphenyl phosphite; or carboxylic acids, e.g., acetic acid, propionic acid and pivalic acid, in the reaction system gives rise to no interference with the reaction. Reactants: Cc1nc(-c2ccc(Oc3ccc(NC(=O)c4ccccn4)c(CN4CCCC4=O)c3)cn2)no1, [K+], O=[N+]([O-])[O-], O=C(O)C(F)(F)F. The product is Cc1nc(-c2ccc(Oc3cc(CN4CCCC4=O)c(NC(=O)c4ccccn4)c([N+](=O)[O-])c3)cn2)no1. Reaction SMILES: [CH3:13][c:14]1[n:15][c:16](-[c:19]2[cH:20][cH:21][c:22]([O:25][c:26]3[cH:27][c:28]([CH2:41][N:42]4[C:43](=[O:47])[CH2:44][CH2:45][CH2:46]4)[c:29]([NH:32][C:33](=[O:34])[c:35]4[n:36][cH:37][cH:38][cH:39][cH:40]4)[cH:30][cH:31]3)[cH:23][n:24]2)[n:17][o:18]1.[K+:1].[O-:2][N+:3]([O-:4])=[O:5].[OH:6][C:7]([C:8]([F:9])([F:10])[F:11])=[O:12]>>[O-:2][N+:3](=[O:5])[c:30]1[c:29]([NH:32][C:33](=[O:34])[c:35]2[n:36][cH:37][cH:38][cH:39][cH:40]2)[c:28]([CH2:41][N:42]2[C:43](=[O:47])[CH2:44][CH2:45][CH2:46]2)[cH:27][c:26]([O:25][c:22]2[cH:21][cH:20][c:19](-[c:16]3[n:15][c:14]([CH3:13])[o:18][n:17]3)[n:24][cH:23]2)[cH:31]1.